Task: describe an organic reaction: reactants, conditions, products, and yield. Dataset: the Open Reaction Database (ORD), a public repository of structured organic reaction records Reactants: CC(C)(C)OC(=O)N1CCc2nc(C(C)(C)C)nc(OS(=O)(=O)C(F)(F)F)c2C1, [Fe+2], [K+], [K+], [K+], OB(O)c1ccc(F)cc1, O=P([O-])([O-])[O-], c1ccc(P(c2ccccc2)[c-]2cccc2)cc1, c1ccc(P(c2ccccc2)[c-]2cccc2)cc1. Yields the product CC(C)(C)OC(=O)N1CCc2nc(C(C)(C)C)nc(-c3ccc(F)cc3)c2C1. Reaction SMILES: [C:1]([CH3:2])([CH3:3])([CH3:4])[O:5][C:6](=[O:7])[N:8]1[CH2:9][c:10]2[c:11]([n:12][c:13]([C:24]([CH3:25])([CH3:26])[CH3:27])[n:14][c:15]2[O:16][S:17]([C:18]([F:19])([F:20])[F:21])(=[O:22])=[O:23])[CH2:28][CH2:29]1.[Fe+2:84].[K+:45].[K+:46].[K+:47].[OH:30][B:31]([OH:32])[c:33]1[cH:34][cH:35][c:36]([F:37])[cH:38][cH:39]1.[P:40]([O-:41])([O-:42])([O-:43])=[O:44].[cH:48]1[cH:49][cH:50][c:51]([P:52]([c:53]2[cH:54][cH:55][cH:56][cH:57][cH:58]2)[c-:59]2[cH:60][cH:61][cH:62][cH:63]2)[cH:64][cH:65]1.[cH:66]1[cH:67][cH:68][c:69]([P:70]([c:71]2[cH:72][cH:73][cH:74][cH:75][cH:76]2)[c-:77]2[cH:78][cH:79][cH:80][cH:81]2)[cH:82][cH:83]1>>[C:1]([CH3:2])([CH3:3])([CH3:4])[O:5][C:6](=[O:7])[N:8]1[CH2:9][c:10]2[c:11]([n:12][c:13]([C:24]([CH3:25])([CH3:26])[CH3:27])[n:14][c:15]2-[c:33]2[cH:34][cH:35][c:36]([F:37])[cH:38][cH:39]2)[CH2:28][CH2:29]1. Starting materials: OC[C@H]1C[C@@H]2N(CCNC2)C1 ((7S,8aS)-7-hydroxymethyl-1,2,3,4,6,7,8,8a-octahydro-pyrrolo[1,2-a]pyrazine), ClC1=NC=C(C=N1)F (2-chloro-5-fluoropyrimidine), C([O-])([O-])=O.[Na+].[Na+] (sodium carbonate). The solvent is O (water). Yields the product OC[C@H]1C[C@@H]2N(CCN(C2)C2=NC=C(C=N2)F)C1 ((7S,8aS)-7-Hydroxymethyl-2-(5-fluoropyrimidin-2-yl )-1,2,3,4,6,7,8, 8a -octahydro-pyrrolo[1,2-a]pyrazine). The yield is 43.5%. Reaction SMILES: [OH:1][CH2:2][C@@H:3]1[CH2:11][N:6]2[CH2:7][CH2:8][NH:9][CH2:10][C@@H:5]2[CH2:4]1.Cl[C:13]1[N:18]=[CH:17][C:16]([F:19])=[CH:15][N:14]=1.C(=O)([O-])[O-].[Na+].[Na+]>O>[OH:1][CH2:2][C@@H:3]1[CH2:11][N:6]2[CH2:7][CH2:8][N:9]([C:13]3[N:18]=[CH:17][C:16]([F:19])=[CH:15][N:14]=3)[CH2:10][C@@H:5]2[CH2:4]1 |f:2.3.4|. Procedure: A mixture of 1.38 g (8.84 mmol) of (7S,8aS)-7-hydroxymethyl-1,2,3,4,6,7,8,8a-octahydro-pyrrolo[1,2-a]pyrazine, 1.30 g (9.87 mmol) of 2-chloro-5-fluoropyrimidine (Dunaiskis, A. et al., Org. Prep. Proc. Int., 1995, 27, 600-602), and 2.85 g (26.9 mmol) of sodium carbonate and 90 mL of water was heated at 95° C. for 16 hours. The solution was cooled and extracted with chloroform (2×), the combined organic phase was dried (magnesium sulfate), filtered and evaporated. Purification by flash silica gel ...